Dataset: the Open Reaction Database (ORD), a public repository of structured organic reaction records. Task: describe an organic reaction: reactants, conditions, products, and yield Starting materials: N1CCCCC1 (Piperidine), C1(=CC=CC=C1)NC1=NC(=NC(=N1)N)C1=NOC(=N1)C(Cl)(Cl)Cl (2-N-phenyl-6-[5-(trichloromethyl)-1,2,4-oxadiazol-3-yl]-1,3,5-triazine-2,4-diamine), C1(=CC=CC=C1)NC1=NC(=NC(=N1)N)C1=NOC(=N1)C(Cl)(Cl)Cl (2-N-phenyl-6-[5-(trichloromethyl)-1,2,4-oxadiazol-3-yl]-1,3,5-triazine-2,4-diamine). Solvent: O1CCOCC1 (dioxane). Reaction conditions: time 2 day. Yields the product C1(=CC=CC=C1)NC1=NC(=NC(=N1)N)C1=NOC(=N1)N1CCCCC1 (2-N-Phenyl-6-[5-(piperidin-1-yl)-1,2,4-oxadiazol-3-yl]-1,3,5-triazine-2,4-diamine). Yield: 26.0%. As a reaction SMILES: [NH:1]1[CH2:6][CH2:5][CH2:4][CH2:3][CH2:2]1.[C:7]1([NH:13][C:14]2[N:19]=[C:18]([NH2:20])[N:17]=[C:16]([C:21]3[N:25]=[C:24](C(Cl)(Cl)Cl)[O:23][N:22]=3)[N:15]=2)[CH:12]=[CH:11][CH:10]=[CH:9][CH:8]=1>O1CCOCC1>[C:7]1([NH:13][C:14]2[N:19]=[C:18]([NH2:20])[N:17]=[C:16]([C:21]3[N:25]=[C:24]([N:1]4[CH2:6][CH2:5][CH2:4][CH2:3][CH2:2]4)[O:23][N:22]=3)[N:15]=2)[CH:8]=[CH:9][CH:10]=[CH:11][CH:12]=1. Procedure: Piperidine (0.483 mL, 4.902 mmol) was added to a solution of 2-N-phenyl-6-[5-(trichloromethyl)-1,2,4-oxadiazol-3-yl]-1,3,5-triazine-2,4-diamine (prepared in an analogous manner to Intermediate 134, 0.913 g, 2.451 mmol) in dioxane (4 mL) at room temperature. The reaction mixture was stirred at room temperature for two days before being concentrated. The resulting residue was dissolved in EtOAc and water, and washed successively with 1M aq. HCl and brine. The organic phase was dried over sodium su... The reactants are COC([C@H](CNCC1=CC=C(C=C1)C1=CC=CC=C1)NC(=O)C1=CC=C(C=C1)C1=CC=C(C=C1)C(F)(F)F)=O (3-[(Biphenyl-4-ylmethyl)-amino]-(2S)-[(4′-trifluoromethyl-biphenyl-4-carbonyl)-amino]-propionic acid methyl ester), O1C(=CC=C1)C=O (furan-2-carbaldehyde), C(C)(=O)O[BH-](OC(C)=O)OC(C)=O.[Na+] (sodium triacetoxyborohydride). Reported procedure: 3-[(Biphenyl-4-ylmethyl)-amino]-(2S)-[(4′-trifluoromethyl-biphenyl-4-carbonyl)-amino]-propionic acid methyl ester (0.050 g, 0.093 mmol) prepared as per the above listed example 657 and was subjected to reductive amination as per procedure E with furan-2-carbaldehyde (0.009 g, 0.093 mmol) and sodium triacetoxyborohydride (0.039 gms, 0.186 mmol) to yield the corresponding 3-(biphenyl-4-ylmethyl-furan-2-ylmethyl-amino)-(2S)-[(4′-trifluoromethyl-biphenyl-4-carbonyl)-amino]-propionic acid methyl este... RXN SMILES: [CH3:1][O:2][C:3](=[O:39])[C@@H:4]([NH:20][C:21]([C:23]1[CH:28]=[CH:27][C:26]([C:29]2[CH:34]=[CH:33][C:32]([C:35]([F:38])([F:37])[F:36])=[CH:31][CH:30]=2)=[CH:25][CH:24]=1)=[O:22])[CH2:5][NH:6][CH2:7][C:8]1[CH:13]=[CH:12][C:11]([C:14]2[CH:19]=[CH:18][CH:17]=[CH:16][CH:15]=2)=[CH:10][CH:9]=1.[O:40]1[CH:44]=[CH:43][CH:42]=[C:41]1[CH:45]=O.C(O[BH-](OC(=O)C)OC(=O)C)(=O)C.[Na+]>>[CH3:1][O:2][C:3](=[O:39])[C@@H:4]([NH:20][C:21]([C:23]1[CH:28]=[CH:27][C:26]([C:29]2[CH:30]=[CH:31][C:32]([C:35]([F:37])([F:36])[F:38])=[CH:33][CH:34]=2)=[CH:25][CH:24]=1)=[O:22])[CH2:5][N:6]([CH2:7][C:8]1[CH:9]=[CH:10][C:11]([C:14]2[CH:19]=[CH:18][CH:17]=[CH:16][CH:15]=2)=[CH:12][CH:13]=1)[CH2:45][C:41]1[O:40][CH:44]=[CH:43][CH:42]=1 |f:2.3|. Yields the product COC([C@H](CN(CC=1OC=CC1)CC1=CC=C(C=C1)C1=CC=CC=C1)NC(=O)C1=CC=C(C=C1)C1=CC=C(C=C1)C(F)(F)F)=O (3-(biphenyl-4-ylmethyl-furan-2-ylmethyl-amino)-(2S)-[(4′-trifluoromethyl-biphenyl-4-carbonyl)-amino]-propionic acid methyl ester). Starting materials: Nc1cc(Br)cnc1Cl, C1COCCN1, CCOC(C)=O, CN(C)c1ccncc1, O=S(=O)(Cl)Cl, c1ccncc1. Yields the product O=S(=O)(Nc1cc(Br)cnc1Cl)N1CCOCC1. As a reaction SMILES: [Br:1][c:2]1[cH:3][c:4]([NH2:9])[c:5]([Cl:8])[n:6][cH:7]1.[CH2:10]1[CH2:11][O:12][CH2:13][CH2:14][NH:15]1.[CH3:21][CH2:22][O:23][C:24]([CH3:25])=[O:26].[CH3:33][N:34]([CH3:35])[c:36]1[cH:37][cH:38][n:39][cH:40][cH:41]1.[S:16](=[O:17])(=[O:18])([Cl:19])[Cl:20].[cH:27]1[cH:28][cH:29][n:30][cH:31][cH:32]1>>[Br:1][c:2]1[cH:3][c:4]([NH:9][S:16]([N:15]2[CH2:10][CH2:11][O:12][CH2:13][CH2:14]2)(=[O:17])=[O:18])[c:5]([Cl:8])[n:6][cH:7]1. Reactants: NC1=NNC2=NC=NC(=C21)NC2=CC(=CC=C2)Cl (3-amino-4-(3-chlorophenylamino)-1 H-pyrazolo[3,4-d]pyrimidine), C(C)OC(N(C)C)OCC (N,N-dimethylformamide diethyl acetal). Solvent: C1(=CC=CC=C1)C (toluene), C1(=CC=CC=C1)C (toluene). Conditions: time 5 hour. The product is ClC=1C=C(C=CC1)NC1=C2C(=NC=N1)NN=C2N=CN(C)C (4-(3-Chloro-phenylamino)-3-(dimethylaminomethyleneamino)-1H-pyrazolo[3,4-d]pyrimidine). RXN SMILES: [NH2:1][C:2]1[C:10]2[C:5](=[N:6][CH:7]=[N:8][C:9]=2[NH:11][C:12]2[CH:17]=[CH:16][CH:15]=[C:14]([Cl:18])[CH:13]=2)[NH:4][N:3]=1.C(O[CH:22](OCC)[N:23]([CH3:25])[CH3:24])C>C1(C)C=CC=CC=1>[Cl:18][C:14]1[CH:13]=[C:12]([NH:11][C:9]2[N:8]=[CH:7][N:6]=[C:5]3[NH:4][N:3]=[C:2]([N:1]=[CH:22][N:23]([CH3:25])[CH3:24])[C:10]=23)[CH:17]=[CH:16][CH:15]=1. Procedure: With the exclusion of moisture, 200 mg (0.767 mmol) of 3-amino-4-(3-chlorophenylamino)-1 H-pyrazolo[3,4-d]pyrimidine (see Step 1.6) are suspended in 3.2 ml of toluene; 150 μl (0.87 mmol) of N,N-dimethylformamide diethyl acetal in 6 ml of toluene are added and the reaction mixture is heated to boiling. After 5 hours, filtration is carried out, followed by thorough washing with toluene. 4-(3-Chloro-phenylamino)-3-(dimethylaminomethyleneamino)-1H-pyrazolo[3,4-d]pyrimidine is obtained; m.p. 243-245°...